From a dataset of the Open Reaction Database (ORD), a public repository of structured organic reaction records. describe an organic reaction: reactants, conditions, products, and yield Reactants: [Br-], [Li]CCCC, C1CCOC1, C[P+](c1ccccc1)(c1ccccc1)c1ccccc1, O=C1CCN(c2ccc(Cl)cc2)CC1. Yields the product C=C1CCN(c2ccc(Cl)cc2)CC1. As a reaction SMILES: [Br-:20].[CH2:1]([Li:2])[CH2:3][CH2:4][CH3:5].[CH2:41]1[O:42][CH2:43][CH2:44][CH2:45]1.[CH3:21][P+:22]([c:23]1[cH:24][cH:25][cH:26][cH:27][cH:28]1)([c:29]1[cH:30][cH:31][cH:32][cH:33][cH:34]1)[c:35]1[cH:36][cH:37][cH:38][cH:39][cH:40]1.[Cl:6][c:7]1[cH:8][cH:9][c:10]([N:13]2[CH2:14][CH2:15][C:16](=[O:19])[CH2:17][CH2:18]2)[cH:11][cH:12]1>>[CH2:1]=[C:16]1[CH2:15][CH2:14][N:13]([c:10]2[cH:9][cH:8][c:7]([Cl:6])[cH:12][cH:11]2)[CH2:18][CH2:17]1. Starting materials: S(O)(O)(=O)=O (sulfuric acid), CC(CC1=CC=CC=C1)(C)O (2-methyl-1-phenylpropan-2-ol), C(C)#N (acetonitrile). The solvent is C1=CC=CC=C1 (benzene). Reaction conditions: time 24 hour. Product: CC1=NC(CC2=CC=CC=C12)(C)C (1,3,3-trimethyl-3,4-dihydroisoquinolin). Reaction SMILES: S(=O)(=O)(O)O.[CH3:6][C:7](O)([CH3:15])[CH2:8][C:9]1[CH:14]=[CH:13][CH:12]=[CH:11][CH:10]=1.[C:17](#[N:19])[CH3:18]>C1C=CC=CC=1>[CH3:18][C:17]1[C:14]2[C:9](=[CH:10][CH:11]=[CH:12][CH:13]=2)[CH2:8][C:7]([CH3:15])([CH3:6])[N:19]=1. Reported procedure: To conc. sulfuric acid (10 ml) was added a solution of 2-methyl-1-phenylpropan-2-ol (7.0 g) and acetonitrile (1.62 ml) in benzene (7.0 ml) dropwise and the mixture was stirred for 24 hours at room temperature. The mixture was neutralized by adding to a mixture of ice and a saturated aqueous solution of sodium bicarbonate dropwise, and it was extracted with ethyl acetate twice. The extract was dried over anhydrous magnesium sulfate and was concentrated under reduced pressure. The residue was diss... The reactants are BrCC(=O)OCC (ethyl bromoacetate), C([O-])([O-])=O.[K+].[K+] (potassium carbonate), CO (methanol), C[C@@H]1CC[C@H](CC1)NC(C=CC1=CC(=C(C=C1)O)OC)=O (N-(trans-4-methylcyclohexyl)-4-hydroxy-3-methoxycinnamamide). The solvent is CC(=O)CC(C)C (methylisobutylketone). Run at time 4 hour. Yields the product C[C@@H]1CC[C@H](CC1)NC(C=CC1=CC(=C(C=C1)OCC(=O)OCC)OC)=O (N-(trans-4-methylcyclohexyl)-4-(ethoxycarbonylmethoxy)-3-methoxycinnamamide). RXN SMILES: C(=O)([O-])[O-].[K+].[K+].CO.[CH3:9][C@H:10]1[CH2:15][CH2:14][C@H:13]([NH:16][C:17](=[O:29])[CH:18]=[CH:19][C:20]2[CH:25]=[CH:24][C:23]([OH:26])=[C:22]([O:27][CH3:28])[CH:21]=2)[CH2:12][CH2:11]1.Br[CH2:31][C:32]([O:34][CH2:35][CH3:36])=[O:33]>CC(CC(C)C)=O>[CH3:9][C@H:10]1[CH2:11][CH2:12][C@H:13]([NH:16][C:17](=[O:29])[CH:18]=[CH:19][C:20]2[CH:25]=[CH:24][C:23]([O:26][CH2:31][C:32]([O:34][CH2:35][CH3:36])=[O:33])=[C:22]([O:27][CH3:28])[CH:21]=2)[CH2:14][CH2:15]1 |f:0.1.2|. Procedure details: 20.7 g of potassium carbonate and 5 ml of methanol were added to a solution of 28.9 g of N-(trans-4-methylcyclohexyl)-4-hydroxy-3-methoxycinnamamide (Example 131) in 600 ml of methylisobutylketone. The solution was reacted for 30 minutes, while it was refluxed. Next, 27.7 ml of ethyl bromoacetate was added dropwise into the solution over about 20 minutes by means of a dropping funnel. Thereafter, the solution was stirred for 4 hours. After reaction, the solution was allowed to cool to room tempe... The reactants are C(C)(C)(C)OC(=O)N[C@H](C(=O)N1C(CC=2C1=NC=CC2)C(=O)O)C(C)C (1-((S)-2-(tert-butoxycarbonylamino)-3-methylbutanoyl)-2,3-dihydro-1H-pyrrolo[2,3-b]pyridine-2-carboxylic acid), C(C)(C)N(CC)C(C)C (diisopropylethylamine), C1(=CC=CC=C1)P(=O)(C1=CC=CC=C1)Cl (diphenylphosphinic chloride), FC1=C(N)C(=CC=C1)F (2,6-difluoroaniline), OS(=O)(=O)[O-].[K+] (KHSO4). The solvent is C(Cl)Cl (DCM). Reaction conditions: time 5 minute. The product is FC1=C(C(=CC=C1)F)NC(=O)[C@@H]1CC=2C(=NC=CC2)N1C([C@H](C(C)C)NC(OC(C)(C)C)=O)=O (tert-butyl (S)-1-((S)-2-(2,6-difluorophenylcarbamoyl)-2,3-dihydro-1H-pyrrolo[2,3-b]pyridin-1-yl)-3-methyl-1-oxobutan-2-ylcarbamate), FC1=C(C(=CC=C1)F)NC(=O)[C@@H]1CC=2C(=NC=CC2)N1C([C@@H](C(C)C)NC(OC(C)(C)C)=O)=O (tert-butyl (R)-1-((S)-2-(2,6-difluorophenylcarbamoyl)-2,3-dihydro-1H-pyrrolo[2,3-b]pyridin-1-yl)-3-methyl-1-oxobutan-2-ylcarbamate). RXN SMILES: [C:1]([O:5][C:6]([NH:8][C@@H:9]([CH:24]([CH3:26])[CH3:25])[C:10]([N:12]1[C:16]2=[N:17][CH:18]=[CH:19][CH:20]=[C:15]2[CH2:14][CH:13]1[C:21](O)=[O:22])=[O:11])=[O:7])([CH3:4])([CH3:3])[CH3:2].C(N(C(C)C)CC)(C)C.C1(P(Cl)(C2C=CC=CC=2)=O)C=CC=CC=1.[F:51][C:52]1[CH:58]=[CH:57][CH:56]=[C:55]([F:59])[C:53]=1[NH2:54].OS([O-])(=O)=O.[K+]>C(Cl)Cl>[F:51][C:52]1[CH:58]=[CH:57][CH:56]=[C:55]([F:59])[C:53]=1[NH:54][C:21]([C@H:13]1[N:12]([C:10](=[O:11])[C@@H:9]([NH:8][C:6](=[O:7])[O:5][C:1]([CH3:4])([CH3:2])[CH3:3])[CH:24]([CH3:25])[CH3:26])[C:16]2=[N:17][CH:18]=[CH:19][CH:20]=[C:15]2[CH2:14]1)=[O:22].[F:51][C:52]1[CH:58]=[CH:57][CH:56]=[C:55]([F:59])[C:53]=1[NH:54][C:21]([C@H:13]1[N:12]([C:10](=[O:11])[C@H:9]([NH:8][C:6](=[O:7])[O:5][C:1]([CH3:4])([CH3:2])[CH3:3])[CH:24]([CH3:25])[CH3:26])[C:16]2=[N:17][CH:18]=[CH:19][CH:20]=[C:15]2[CH2:14]1)=[O:22] |f:4.5|. Procedure details: To a solution of 1-((S)-2-(tert-butoxycarbonylamino)-3-methylbutanoyl)-2,3-dihydro-1H-pyrrolo[2,3-b]pyridine-2-carboxylic acid (260 mg, 715 μmol, Eq: 1.00) and diisopropylethylamine (375 μL, 2.15 mmol, Eq: 3) in DCM (7.8 mL) was added diphenylphosphinic chloride (372 mg, 300 μL, 1.57 mmol, Eq: 2.2). After stirring for 5 min, 2,6-difluoroaniline (109 μL, 1.07 mmol, Eq: 1.5) was added and the resulting solution was stirred at rt overnight. The reaction mixture was poured into 0.1 M aqueous KHSO4 (... As a reaction SMILES: [CH2:3]([CH3:4])[CH:5]([C:6](=[O:7])[O:8][CH2:9][CH3:10])[C:11](=[O:12])[CH3:13].[Na+:2].[OH-:1].[OH2:14]>>[CH2:3]([CH3:4])[CH:5]([C:6](=[O:7])[OH:8])[C:11](=[O:12])[CH3:13]. Reactants: CCOC(=O)C(CC)C(C)=O, [Na+], [OH-], O. The product is CCC(C(C)=O)C(=O)O.